Dataset: the Open Reaction Database (ORD), a public repository of structured organic reaction records. Task: describe an organic reaction: reactants, conditions, products, and yield Reactants: C(C)(=O)Cl (Acetyl chloride), ice water, NC1=CC(=CC2=C1C=1C=NC=CC1C(O2)(C)C)C(C(CCCCC)C)C (10-amino-5,5-dimethyl-8-(1,2-dimethylheptyl)-5H-[1]benzopyrano[4,3-c]-pyridine), N1=CC=CC=C1 (pyridine). Solvent: CCOCC (ether). Run at time 18 hour. Yields the product C(C)(=O)NC1=CC(=CC2=C1C=1C=NC=CC1C(O2)(C)C)C(C(CCCCC)C)C (10-Acetamido-5,5-dimethyl-8-(1,2-dimethylheptyl)5H-[1]benzopyrano[4,3-c]pyridine). Reaction SMILES: [C:1](Cl)(=[O:3])[CH3:2].[NH2:5][C:6]1[C:11]2[C:12]3[CH:13]=[N:14][CH:15]=[CH:16][C:17]=3[C:18]([CH3:21])([CH3:20])[O:19][C:10]=2[CH:9]=[C:8]([CH:22]([CH3:30])[CH:23]([CH3:29])[CH2:24][CH2:25][CH2:26][CH2:27][CH3:28])[CH:7]=1.N1C=CC=CC=1>CCOCC>[C:1]([NH:5][C:6]1[C:11]2[C:12]3[CH:13]=[N:14][CH:15]=[CH:16][C:17]=3[C:18]([CH3:20])([CH3:21])[O:19][C:10]=2[CH:9]=[C:8]([CH:22]([CH3:30])[CH:23]([CH3:29])[CH2:24][CH2:25][CH2:26][CH2:27][CH3:28])[CH:7]=1)(=[O:3])[CH3:2]. Procedure: Acetyl chloride (0.39 g., 5 mmole) was added to a stirred solution of 0.78 g. (2.2 mmole) of 10-amino-5,5-dimethyl-8-(1,2-dimethylheptyl)-5H-[1]benzopyrano[4,3-c]-pyridine in 10 ml. of dry pyridine, cooled in an ice bath. After stirring at room temperature for 18 hours, the mixture was poured into 100 ml. of ice water and exracted with ether. The ether extracts were washed with water, dried over anhydrous magnesium sulfate, and evaporated in vacuo. The residue was purified by chromatography on a...